This data is from the Open Reaction Database (ORD), a public repository of structured organic reaction records. The task is: describe an organic reaction: reactants, conditions, products, and yield Starting materials: ClCOC(CCC(=O)OCC1=CC=CC=C1)=O (3-Benzyloxycarbonylpropionic acid chloromethyl ester), [I-].[Na+] (Sodium iodide). Run in C(C)#N (acetonitrile). Product: ICOC(CCC(=O)OCC1=CC=CC=C1)=O (3-benzyloxycarbonylpropionic acid iodomethyl ester). Reaction SMILES: Cl[CH2:2][O:3][C:4](=[O:17])[CH2:5][CH2:6][C:7]([O:9][CH2:10][C:11]1[CH:16]=[CH:15][CH:14]=[CH:13][CH:12]=1)=[O:8].[I-:18].[Na+]>C(#N)C>[I:18][CH2:2][O:3][C:4](=[O:17])[CH2:5][CH2:6][C:7]([O:9][CH2:10][C:11]1[CH:16]=[CH:15][CH:14]=[CH:13][CH:12]=1)=[O:8] |f:1.2|. Reported procedure: 3-Benzyloxycarbonylpropionic acid chloromethyl ester (2 g, 1.38 mmole) was dissolved in acetonitrile (30 ml). Sodium iodide (1.6 g, 10.9 mmole) was added to the solution. After reaction at 70° C. for 3 hr, the reaction mixture was filtered and the residue was dissolved in methylene chloride (20 ml) and refiltered. The solution was dried and gave intermediate 3-benzyloxycarbonylpropionic acid iodomethyl ester in quantitative yield. This intermediate is bonded to an accessible function of a drug, ... Reactants: C(C)OC(C1=CN=C(C=C1)Cl)=O (6-chloronicotinic acid ethyl ester), C(C1=CC=CC=C1)C1=NN=C(C2=CC=CC=C12)N1C[C@H](NCC1)C (1-benzyl-4-((R)-3-methyl-piperazin-1-yl)-phthalazine). The product is C(C)OC(C1=CN=C(C=C1)N1[C@@H](CN(CC1)C1=NN=C(C2=CC=CC=C12)CC1=CC=CC=C1)C)=O (6-[(R)-4-(4-Benzyl-phthalazin-1-yl)-2-methyl-piperazin-1-yl]-nicotinic acid ethyl ester). Isolated yield 71.1%. RXN SMILES: [CH2:1]([O:3][C:4](=[O:12])[C:5]1[CH:10]=[CH:9][C:8](Cl)=[N:7][CH:6]=1)[CH3:2].[CH2:13]([C:20]1[C:29]2[C:24](=[CH:25][CH:26]=[CH:27][CH:28]=2)[C:23]([N:30]2[CH2:35][CH2:34][NH:33][C@H:32]([CH3:36])[CH2:31]2)=[N:22][N:21]=1)[C:14]1[CH:19]=[CH:18][CH:17]=[CH:16][CH:15]=1>>[CH2:1]([O:3][C:4](=[O:12])[C:5]1[CH:10]=[CH:9][C:8]([N:33]2[CH2:34][CH2:35][N:30]([C:23]3[C:24]4[C:29](=[CH:28][CH:27]=[CH:26][CH:25]=4)[C:20]([CH2:13][C:14]4[CH:19]=[CH:18][CH:17]=[CH:16][CH:15]=4)=[N:21][N:22]=3)[CH2:31][C@H:32]2[CH3:36])=[N:7][CH:6]=1)[CH3:2]. Reported procedure: Following the above procedure, 6-chloronicotinic acid ethyl ester (100 mg, 0.54 mmol, 1.7 eq) and 1-benzyl-4-((R)-3-methyl-piperazin-1-yl)-phthalazine (100 mg, 0.31 mmol, 1.0 eq) afford the title compound as a white solid (103 mg, 71% yield). Starting materials: C(=O)OC(C)=O (acetic-formic anhydride), ClCCl (dichloromethane), CC1=NN=C2N1N=C(C=C2)C2=CC(=CC=C2)N (3-methyl-6-[3-(amino)-phenyl]-1,2,4-triazolo[4,3-b]pyridazine). Run in ClCCl.CO (dichloromethane methanol). Run at time 12 hour. The product is CC1=NN=C2N1N=C(C=C2)C=2C=C(C=CC2)NC=O (N-[3-(3-Methyl-1,2,4-triazolo-[4,3-b]pyridazin-6-yl) phenyl]formamide). Reaction SMILES: C(O[C:4](=[O:6])C)=O.ClCCl.[CH3:10][C:11]1[N:15]2[N:16]=[C:17]([C:20]3[CH:25]=[CH:24][CH:23]=[C:22]([NH2:26])[CH:21]=3)[CH:18]=[CH:19][C:14]2=[N:13][N:12]=1>ClCCl.CO>[CH3:10][C:11]1[N:15]2[N:16]=[C:17]([C:20]3[CH:21]=[C:22]([NH:26][CH:4]=[O:6])[CH:23]=[CH:24][CH:25]=3)[CH:18]=[CH:19][C:14]2=[N:13][N:12]=1 |f:3.4|. Procedure details: To 5.53 ml of acetic-formic anhydride was added 250 ml dichloromethane followed by 10 g of 3-methyl-6-[3-(amino)-phenyl]-1,2,4-triazolo[4,3-b]pyridazine. The solution was stirred for 12 hours, then diluted with 1 liter of dichloromethane-methanol (9:1). This solution was washed with saturated aqueous sodium bicarbonate, dried, and concentrated in vacuo. The residue was recrystalized from dichloromethane-methanol to give 6.7 g of an off-white powder, mp 265°-268° C. Starting materials: CC(C)(C)OC(=O)Nc1ccn2nc(-c3ccccc3)nc2c1, CCOC(C)=O, Cl, O. Yields the product Nc1ccn2nc(-c3ccccc3)nc2c1. As a reaction SMILES: [C:1]([O:2][C:3](=[O:4])[NH:7][c:8]1[cH:9][c:10]2[n:11]([cH:12][cH:13]1)[n:14][c:15](-[c:17]1[cH:18][cH:19][cH:20][cH:21][cH:22]1)[n:16]2)([CH3:5])([CH3:6])[CH3:23].[CH3:25][CH2:26][O:27][C:28](=[O:29])[CH3:30].[ClH:31].[OH2:24]>>[NH2:7][c:8]1[cH:9][c:10]2[n:11]([cH:12][cH:13]1)[n:14][c:15](-[c:17]1[cH:18][cH:19][cH:20][cH:21][cH:22]1)[n:16]2. Starting materials: BrC=1C=C(C(N(C1)C)=O)NC1=NC=C(C=C1)N1CCN(CC1)CC (5-Bromo-3-(5-(4-Ethylpiperazin-1-yl)pyridin-2-ylamino)-1-methylpyridin-2(1H)-one), C(C)(=O)OCC1=C(C=CC=C1B1OC(C(O1)(C)C)(C)C)N1C(C=2N(C=3CCCCC3C2)CC1)=O (2-(2-(Acetoxymethyl)-3-(4,4,5,5-tetramethyl-1,3,2-dioxaborolan-2-yl)phenyl)-3,4,6,7,8,9-hexahydropyrazino[1,2-a]indol-1(2H)-one), C(=O)([O-])[O-].[Na+].[Na+] (Na2CO3), COCCOC (DME). The reagents and catalysts are C=1C=CC(=CC1)[P](C=2C=CC=CC2)(C=3C=CC=CC3)[Pd]([P](C=4C=CC=CC4)(C=5C=CC=CC5)C=6C=CC=CC6)([P](C=7C=CC=CC7)(C=8C=CC=CC8)C=9C=CC=CC9)[P](C=1C=CC=CC1)(C=1C=CC=CC1)C=1C=CC=CC1 (Pd(PPh3)4). Solvent: C(Cl)Cl (CH2Cl2). The product is C(C)(=O)OCC1=C(C=CC=C1N1C(C=2N(C=3CCCCC3C2)CC1)=O)C1=CN(C(C(=C1)NC1=NC=C(C=C1)N1CCN(CC1)CC)=O)C (2-(5-(5-(4-Ethylpiperazin-1-yl)pyridin-2-ylamino)-1-methyl-6-oxo-1,6-dihydropyridin-3-yl)-6-(1-oxo-3,4,6,7,8,9-hexahydropyrazino[1,2-a]indol-2(1H)-yl)benzyl acetate). As a reaction SMILES: Br[C:2]1[CH:3]=[C:4]([NH:10][C:11]2[CH:16]=[CH:15][C:14]([N:17]3[CH2:22][CH2:21][N:20]([CH2:23][CH3:24])[CH2:19][CH2:18]3)=[CH:13][N:12]=2)[C:5](=[O:9])[N:6]([CH3:8])[CH:7]=1.[C:25]([O:28][CH2:29][C:30]1[C:35](B2OC(C)(C)C(C)(C)O2)=[CH:34][CH:33]=[CH:32][C:31]=1[N:45]1[CH2:57][CH2:56][N:48]2[C:49]3[CH2:50][CH2:51][CH2:52][CH2:53][C:54]=3[CH:55]=[C:47]2[C:46]1=[O:58])(=[O:27])[CH3:26].C([O-])([O-])=O.[Na+].[Na+].COCCOC>C1C=CC([P]([Pd]([P](C2C=CC=CC=2)(C2C=CC=CC=2)C2C=CC=CC=2)([P](C2C=CC=CC=2)(C2C=CC=CC=2)C2C=CC=CC=2)[P](C2C=CC=CC=2)(C2C=CC=CC=2)C2C=CC=CC=2)(C2C=CC=CC=2)C2C=CC=CC=2)=CC=1.C(Cl)Cl>[C:25]([O:28][CH2:29][C:30]1[C:31]([N:45]2[CH2:57][CH2:56][N:48]3[C:49]4[CH2:50][CH2:51][CH2:52][CH2:53][C:54]=4[CH:55]=[C:47]3[C:46]2=[O:58])=[CH:32][CH:33]=[CH:34][C:35]=1[C:2]1[CH:3]=[C:4]([NH:10][C:11]2[CH:16]=[CH:15][C:14]([N:17]3[CH2:22][CH2:21][N:20]([CH2:23][CH3:24])[CH2:19][CH2:18]3)=[CH:13][N:12]=2)[C:5](=[O:9])[N:6]([CH3:8])[CH:7]=1)(=[O:27])[CH3:26] |f:2.3.4,^1:74,76,95,114|. Reported procedure: To a microwave tube equipped with a stirring bar, 138c (250 mg, 0.637 mmol), 2-(1-oxo-3,4,6,7,8,9-hexahydropyrazino[1,2-a]indol-2(1H)-yl)-6-(4,4,5,5-tetramethyl-1,3,2-dioxaborolan-2-yl)benzyl acetate 114a (325.5 mg, 0.701 mmol), Pd(PPh3)4 (36.8 mg, 0.0319 mmol), Na2CO3 aqueous solution (1.0 N, 2.10 mL, 2.10 mmol), DME (2.0 mL) were added. The mixture was reacted in microwave at 135° C. for 15 min. CH2Cl2 (200 mL) was added and the resulting mixture was washed with water (30 mL×3), brine (30 mL×1... Starting materials: COC([C@@H](NC(COC1=CC=C(C=C1)Cl)=O)[C@H](O)C)=O (N-(p-chlorophenoxyacetyl)-L-threonine methyl ester), C1(=CC=C(C=C1)S(=O)(=O)Cl)C (p-toluenesulfonyl chloride). The solvent is N1=CC=CC=C1 (pyridine). Conditions: temperature 0 celsius, time 2 hour. The product is COC([C@@H](NC(COC1=CC=C(C=C1)Cl)=O)[C@H](OS(=O)(=O)C1=CC=C(C=C1)C)C)=O (N-(p-chlorophenoxyacetyl)-O-(p-toluenesulfonyl)-L-threonine methyl ester). RXN SMILES: [CH3:1][O:2][C:3](=[O:20])[C@H:4]([C@@H:17]([CH3:19])[OH:18])[NH:5][C:6](=[O:16])[CH2:7][O:8][C:9]1[CH:14]=[CH:13][C:12]([Cl:15])=[CH:11][CH:10]=1.[C:21]1([CH3:31])[CH:26]=[CH:25][C:24]([S:27](Cl)(=[O:29])=[O:28])=[CH:23][CH:22]=1>N1C=CC=CC=1>[CH3:1][O:2][C:3](=[O:20])[C@H:4]([C@@H:17]([CH3:19])[O:18][S:27]([C:24]1[CH:25]=[CH:26][C:21]([CH3:31])=[CH:22][CH:23]=1)(=[O:29])=[O:28])[NH:5][C:6](=[O:16])[CH2:7][O:8][C:9]1[CH:14]=[CH:13][C:12]([Cl:15])=[CH:11][CH:10]=1. Reported procedure: After the reaction was completed, the mixture was extracted twice with ethyl ether to eliminate unreacted p-chlorophenoxychloride, and the extracted aqueous phase was acidified with hydrochloric acid to precipitate a product which was then extracted three times with ethyl acetate. The extract was evaporated to dryness, and the residue was recrystallized from ethyl acetate/benzene/hexane to obtain a color-less crystal of N-(p-chlorophenoxy)acetyl-L-threonine. To a solution of 5 m moles of N-(p-ch... Starting materials: CC(=CC1C(C(=O)O)C1(C)C)c1ccc(Cl)cc1, Cc1ccccc1, [Cl-], Cl, OCc1ccc(F)c(Oc2ccccc2)c1, O, c1ccncc1. The product is CC(=CC1C(C(=O)OCc2ccc(F)c(Oc3ccccc3)c2)C1(C)C)c1ccc(Cl)cc1. RXN SMILES: [CH3:18][C:19]1([CH3:35])[CH:20]([C:32](=[O:33])[OH:34])[CH:21]1[CH:22]=[C:23]([c:24]1[cH:25][cH:26][c:27]([Cl:30])[cH:28][cH:29]1)[CH3:31].[CH3:43][c:44]1[cH:45][cH:46][cH:47][cH:48][cH:49]1.[Cl-:17].[ClH:42].[O:1]([c:2]1[cH:3][cH:4][cH:5][cH:6][cH:7]1)[c:8]1[cH:9][c:10]([CH2:11][OH:12])[cH:13][cH:14][c:15]1[F:16].[OH2:50].[cH:36]1[cH:37][cH:38][n:39][cH:40][cH:41]1>>[O:1]([c:2]1[cH:3][cH:4][cH:5][cH:6][cH:7]1)[c:8]1[cH:9][c:10]([CH2:11][O:12][C:32]([CH:20]2[C:19]([CH3:18])([CH3:35])[CH:21]2[CH:22]=[C:23]([c:24]2[cH:25][cH:26][c:27]([Cl:30])[cH:28][cH:29]2)[CH3:31])=[O:33])[cH:13][cH:14][c:15]1[F:16].